Dataset: the Open Reaction Database (ORD), a public repository of structured organic reaction records. Task: describe an organic reaction: reactants, conditions, products, and yield Reactants: ClC=1N=CC=C2C1N(C(=C2C)C)CC (7-chloro-1-ethyl-2,3-dimethyl-1H-pyrrolo[2,3-c]pyridine), CC1=CC=C(CN)C=C1 (4-methylbenzylamine). Product: Cl.C(C)N1C(=C(C=2C1=C(N=CC2)NCC2=CC=C(C=C2)C)C)C (1-ethyl-2,3-dimethyl-7-(4-methylbenzylamino)-1H-pyrrolo[2,3-c]pyridine hydrochloride). Isolated yield 39.0%. As a reaction SMILES: [Cl:1][C:2]1[N:3]=[CH:4][CH:5]=[C:6]2[C:10]([CH3:11])=[C:9]([CH3:12])[N:8]([CH2:13][CH3:14])[C:7]=12.[CH3:15][C:16]1[CH:23]=[CH:22][C:19]([CH2:20][NH2:21])=[CH:18][CH:17]=1>>[ClH:1].[CH2:13]([N:8]1[C:7]2=[C:2]([NH:21][CH2:20][C:19]3[CH:22]=[CH:23][C:16]([CH3:15])=[CH:17][CH:18]=3)[N:3]=[CH:4][CH:5]=[C:6]2[C:10]([CH3:11])=[C:9]1[CH3:12])[CH3:14] |f:2.3|. Reported procedure: In accordance with the same procedures as in Step 3 of Example 198, except for using 7-chloro-1-ethyl-2,3-dimethyl-1H-pyrrolo[2,3-c]pyridine prepared in Step 1 and 4-methylbenzylamine, the titled compound was obtained as a white solid. (Yield: 39%) Reactants: C(C)(C)(C)OC(=O)NCCOC1=NOC(=C1)C1=C(C=C(C=C1)Cl)Cl (3-(2-(N-tert-Butoxycarbonylamino)ethoxy)-5-(2,4-dichlorophenyl)isoxazole), C(C)I (ethyl iodide). Yields the product Cl.NCCOC1=NOC(=C1)C1=C(C(=C(C=C1)Cl)CC)Cl (3-(2-Aminoethoxy)-5-(2,4-dichloro-3-ethylphenyl)isoxazole hydrochloride). Isolated yield 78.0%. RXN SMILES: C(OC([NH:8][CH2:9][CH2:10][O:11][C:12]1[CH:16]=[C:15]([C:17]2[CH:22]=[CH:21][C:20]([Cl:23])=[CH:19][C:18]=2[Cl:24])[O:14][N:13]=1)=O)(C)(C)C.[CH2:25](I)[CH3:26]>>[ClH:23].[NH2:8][CH2:9][CH2:10][O:11][C:12]1[CH:16]=[C:15]([C:17]2[CH:22]=[CH:21][C:20]([Cl:23])=[C:19]([CH2:25][CH3:26])[C:18]=2[Cl:24])[O:14][N:13]=1 |f:2.3|. Procedure details: 3-(2-(N-tert-Butoxycarbonylamino)ethoxy)-5-(2,4-dichlorophenyl)isoxazole (0.3 g) and ethyl iodide (0.1 ml) were subjected to reaction and post-treatment in a similar manner to that described in Example 14(a) to obtain the title compound (0.25 g, 78%) as a colorless powder. Reactants: FC=1C=C2C(=CNC2=C(C1)/C=C/C(=O)O)C ((E)-3-(5-fluoro-3-methyl-1H-indol-7-yl)-acrylic acid), ClC=1C=C(SC1Cl)S(=O)(=O)N (4,5-dichloro-2-thiophenesulfonamide), CCN=C=NCCCN(C)C (EDCI). Reagents/catalysts: CN(C1=CC=NC=C1)C (4-(dimethylamino)pyridine). Run in ClCCl (dichloromethane), Cl (HCl). Reaction conditions: time 14 hour. Yields the product FC=1C=C2C(=CNC2=C(C1)/C=C/C(=O)NS(=O)(=O)C=1SC(=C(C1)Cl)Cl)C (4,5-dichlorothiophene-2-sulfonic acid [(E)-3-(5-fluoro-3-methyl-1H-indol-7-yl)-acryloyl]-amide). The yield is 68.3%. RXN SMILES: [F:1][C:2]1[CH:3]=[C:4]2[C:8](=[C:9](/[CH:11]=[CH:12]/[C:13]([OH:15])=O)[CH:10]=1)[NH:7][CH:6]=[C:5]2[CH3:16].[Cl:17][C:18]1[CH:19]=[C:20]([S:24]([NH2:27])(=[O:26])=[O:25])[S:21][C:22]=1[Cl:23].CCN=C=NCCCN(C)C>CN(C)C1C=CN=CC=1.ClCCl.Cl>[F:1][C:2]1[CH:3]=[C:4]2[C:8](=[C:9](/[CH:11]=[CH:12]/[C:13]([NH:27][S:24]([C:20]3[S:21][C:22]([Cl:23])=[C:18]([Cl:17])[CH:19]=3)(=[O:25])=[O:26])=[O:15])[CH:10]=1)[NH:7][CH:6]=[C:5]2[CH3:16]. Procedure details: A mixture of (E)-3-(5-fluoro-3-methyl-1H-indol-7-yl)-acrylic acid (772 g, 3.53 mole), 4,5-dichloro-2-thiophenesulfonamide (900 g, 3.88 mole), 4-(dimethylamino)pyridine (861 g, 7.06 mole) and EDCI (1.348 kg, 7.06 mole) in dichloromethane (25.5 L) was stirred at ambient temperature for 14 h. The solution was diluted with 2 M aqueous HCl (16 L), and stirred for 1.5 h, which induced precipitation of the product. The product was collected via vacuum filtration and washed sequentially with water (2×2 ... Starting materials: CC(=O)OCc1nc2cc(Cl)c(C)cc2c(=O)[nH]1, ClCCl, [H-], CI, [Na+], CN(C)C=O. Product: CC(=O)OCc1nc2cc(Cl)c(C)cc2c(=O)n1C. As a reaction SMILES: [C:1]([CH3:2])(=[O:3])[O:4][CH2:5][c:6]1[n:7][c:8]2[cH:9][c:10]([Cl:18])[c:11]([CH3:17])[cH:12][c:13]2[c:14](=[O:16])[nH:15]1.[Cl:28][CH2:29][Cl:30].[H-:19].[I:21][CH3:22].[Na+:20].[O:23]=[CH:24][N:25]([CH3:26])[CH3:27]>>[C:1]([CH3:2])(=[O:3])[O:4][CH2:5][c:6]1[n:7][c:8]2[cH:9][c:10]([Cl:18])[c:11]([CH3:17])[cH:12][c:13]2[c:14](=[O:16])[n:15]1[CH3:22]. Product: COC(C1=CN=C(C=C1)OC)=O (6-methoxynicotinic acid methyl ester). Conditions: time 3 minute. As a reaction SMILES: [H-].[Na+].[CH3:3][O:4][C:5](=[O:13])[C:6]1[CH:11]=[C:10](O)[CH:9]=[N:8][CH:7]=1.IC.CN(C)[CH:18]=[O:19]>>[CH3:3][O:4][C:5](=[O:13])[C:6]1[CH:11]=[CH:10][C:9]([O:19][CH3:18])=[N:8][CH:7]=1 |f:0.1|. Starting materials: IC (iodomethane), [H-].[Na+] (sodium hydride), COC(C1=CN=CC(=C1)O)=O (5-hydroxy-nicotinic acid methyl ester), CN(C=O)C (dimethylformamide), CN(C=O)C (dimethylformamide). The yield is 90.0%. Procedure: To sodium hydride (0.42 g, 10.5 mmol, washed with hexanes ×3) in dimethylformamide (15 mL) was added 5-hydroxy-nicotinic acid methyl ester (1.53 g, 10.0 mmol) in dimethylformamide (10 mL). After three minutes, iodomethane (0.65 mL, 10.5 mmol) was added dropwise while stirring at room temperature. After 1 h, the reaction was quenched with methanol and concentrated to a brown oil. The solution was dissolved in 20% isopropanol/chloroform, washed with saturated aqueous sodium bicarbonate solution, b... Starting materials: C=C1C(=O)OCC1.C(C=C)(=O)O (α-methylene-γ-butyrolactone acrylic acid), steel. The solvent is CS(=O)C (DMSO). The product is C=C1C(=O)OC(C1)C.C(C=C)(=O)O (α-methylene-γ-valerolactone acrylic acid). Reaction SMILES: [CH2:1]=[C:2]1[CH2:7][CH2:6][O:5][C:3]1=[O:4].[C:8]([OH:12])(=[O:11])[CH:9]=[CH2:10]>CS(C)=O>[CH2:1]=[C:2]1[CH2:7][CH:6]([CH3:8])[O:5][C:3]1=[O:4].[C:8]([OH:12])(=[O:11])[CH:9]=[CH2:10] |f:0.1,3.4|. Procedure details: To a scintillation vial was added 267 mg of the poly(α-methylene-γ-butyrolactone-acrylic acid) prepared in Example 14 and 5.14 mL DMSO on a platform shaker. Once dissolved, the solution was pipetted onto a foil-lined steel panel and placed in a 100° C. oven. Vacuum was applied to remove the solvent over approximately 60 minutes. The result was a 2 cm×2 cm transparent poly(α-methylene-γ-valerolactone-acrylic acid) film.